Dataset: the Open Reaction Database (ORD), a public repository of structured organic reaction records. Task: describe an organic reaction: reactants, conditions, products, and yield Reactants: COC1=C(CNC2=C(C=C(C#N)C=C2)NC2=NC=C(C(=N2)SC#N)[N+](=O)[O-])C=CC(=C1)OC (4-(2,4-dimethoxybenzylamino)-3-(5-nitro-4-thiocyanatopyrimidin-2-ylamino)benzonitrile), FC=1C=CC=C2[C@@H](CCOC12)N ((R)-8-Fluorochroman-4-amine), C(C)(C)N(C(C)C)CC (N,N-diisopropylethyl amine). Run in CCOC(=O)C (EtOAc), CS(=O)C (DMSO), C1CCOC1 (THF). Reaction conditions: time 16 hour. The product is COC1=C(CNC2=C(C=C(C#N)C=C2)NC2=NC=C(C(=N2)N[C@@H]2CCOC3=C(C=CC=C23)F)[N+](=O)[O-])C=CC(=C1)OC ((R)-4-(2,4-Dimethoxybenzylamino)-3-(4-(8-fluorochroman-4-ylamino)-5-nitropyrimidin-2-ylamino)benzonitrile). Isolated yield 96.2%. As a reaction SMILES: [F:1][C:2]1[CH:3]=[CH:4][CH:5]=[C:6]2[C:11]=1[O:10][CH2:9][CH2:8][C@H:7]2[NH2:12].C(N(CC)C(C)C)(C)C.[CH3:22][O:23][C:24]1[CH:52]=[C:51]([O:53][CH3:54])[CH:50]=[CH:49][C:25]=1[CH2:26][NH:27][C:28]1[CH:35]=[CH:34][C:31]([C:32]#[N:33])=[CH:30][C:29]=1[NH:36][C:37]1[N:42]=[C:41](SC#N)[C:40]([N+:46]([O-:48])=[O:47])=[CH:39][N:38]=1>CS(C)=O.C1COCC1.CCOC(C)=O>[CH3:22][O:23][C:24]1[CH:52]=[C:51]([O:53][CH3:54])[CH:50]=[CH:49][C:25]=1[CH2:26][NH:27][C:28]1[CH:35]=[CH:34][C:31]([C:32]#[N:33])=[CH:30][C:29]=1[NH:36][C:37]1[N:42]=[C:41]([NH:12][C@H:7]2[C:6]3[C:11](=[C:2]([F:1])[CH:3]=[CH:4][CH:5]=3)[O:10][CH2:9][CH2:8]2)[C:40]([N+:46]([O-:48])=[O:47])=[CH:39][N:38]=1. Procedure details: (R)-8-Fluorochroman-4-amine (HCl salt, 0.45 g, 2.2 mmol) was dissolved in 1 mL DMSO with 1.7 mL N,N-diisopropylethyl amine (9.7 mmol) in 40 mL anhydrous THF. To this solution was added 0.93 g (2.0 mmol) 4-(2,4-dimethoxybenzylamino)-3-(5-nitro-4-thiocyanatopyrimidin-2-ylamino)benzonitrile. The slightly cloudy mixture was stirred at room temperature for 16 hrs under Argon balloon till HPLC showed the completion of reaction. The mixture became clear then. The reaction mixture was diluted with EtOAc... Reactants: N([C@@H]([C@H](OCC1=CC=CC=C1)C)C(=O)O)C(=O)OC(C)(C)C (Boc-Thr(Bzl)-OH), Cl (HCl), N1[C@H](C(=O)OCC2=CC=CC=C2)CCC1 (H-Pro-OBzl). The product is N([C@@H]([C@H](OCC1=CC=CC=C1)C)C(=O)N1[C@H](C(=O)OCC2=CC=CC=C2)CCC1)C(=O)OC(C)(C)C (Boc-Thr(Bzl)-Pro-OBzl). The yield is 95.3%. RXN SMILES: [NH:1]([C:16]([O:18][C:19]([CH3:22])([CH3:21])[CH3:20])=[O:17])[C@H:2]([C:13]([OH:15])=O)[C@@H:3]([CH3:12])[O:4][CH2:5][C:6]1[CH:11]=[CH:10][CH:9]=[CH:8][CH:7]=1.Cl.[NH:24]1[CH2:38][CH2:37][CH2:36][C@H:25]1[C:26]([O:28][CH2:29][C:30]1[CH:35]=[CH:34][CH:33]=[CH:32][CH:31]=1)=[O:27]>>[NH:1]([C:16]([O:18][C:19]([CH3:22])([CH3:21])[CH3:20])=[O:17])[C@H:2]([C:13]([N:24]1[CH2:38][CH2:37][CH2:36][C@H:25]1[C:26]([O:28][CH2:29][C:30]1[CH:31]=[CH:32][CH:33]=[CH:34][CH:35]=1)=[O:27])=[O:15])[C@@H:3]([CH3:12])[O:4][CH2:5][C:6]1[CH:7]=[CH:8][CH:9]=[CH:10][CH:11]=1. Procedure: By using 8.66 g of Boc-Thr(Bzl)-OH and 7.42 g of HCl.H-Pro-OBzl, and the same procedure as in Reference Example 15 was repeated to obtain 13.25 g (yield: 95.3%) of the above mentioned objective product. The reactants are CCOC(=O)c1c[nH]c2ccc(OC)nc2c1=O, [Na+], [Na+], O=C([O-])[O-], CN(C)C=O, O, BrP(Br)Br. Product: CCOC(=O)c1cnc2ccc(OC)nc2c1Br. RXN SMILES: [CH2:1]([CH3:2])[O:3][C:4](=[O:5])[c:6]1[cH:7][nH:8][c:9]2[cH:10][cH:11][c:12]([O:17][CH3:18])[n:13][c:14]2[c:15]1=[O:16].[Na+:24].[Na+:25].[O-:26][C:27](=[O:28])[O-:29].[O:30]=[CH:31][N:32]([CH3:33])[CH3:34].[OH2:23].[P:19]([Br:20])([Br:21])[Br:22]>>[CH2:1]([CH3:2])[O:3][C:4](=[O:5])[c:6]1[cH:7][n:8][c:9]2[cH:10][cH:11][c:12]([O:17][CH3:18])[n:13][c:14]2[c:15]1[Br:20]. The reactants are O=C(Cl)OCc1ccccc1, CCN(C(C)C)C(C)C, ClCCl, Cl, CCOC(=O)c1nc2n(c(=O)c1O)CC1CNCC2C1. Yields the product CCOC(=O)c1nc2n(c(=O)c1O)CC1CC2CN(C(=O)OCc2ccccc2)C1. RXN SMILES: [CH2:30]([c:31]1[cH:32][cH:33][cH:34][cH:35][cH:36]1)[O:37][C:38](=[O:39])[Cl:40].[CH:21]([N:22]([CH:23]([CH3:24])[CH3:25])[CH2:26][CH3:27])([CH3:28])[CH3:29].[Cl:42][CH2:43][Cl:44].[ClH:41].[OH:1][c:2]1[c:3]([C:16](=[O:17])[O:18][CH2:19][CH3:20])[n:4][c:5]2[n:6]([c:14]1=[O:15])[CH2:7][CH:8]1[CH2:9][NH:10][CH2:11][CH:12]2[CH2:13]1>>[OH:1][c:2]1[c:3]([C:16](=[O:17])[O:18][CH2:19][CH3:20])[n:4][c:5]2[n:6]([c:14]1=[O:15])[CH2:7][CH:8]1[CH2:9][N:10]([C:38]([O:37][CH2:30][c:31]3[cH:32][cH:33][cH:34][cH:35][cH:36]3)=[O:39])[CH2:11][CH:12]2[CH2:13]1. Starting materials: C1(=CC=CC=C1)N1N=C2C(=CNC=3C=CC=CC23)C1=O (2-Phenyl-2,5-dihydro-pyrazolo-(4,3-c) quinolin-3-one), ClC1=C(C=NC2=CC(=C(C=C12)F)F)C(=O)OCC (Ethyl 4-chloro-6,7-difluoro-quinoline-3-carboxylate), C1(=CC=CC=C1)NN (phenyl hydrazine). Product: FC=1C(=CC=2C=3C(=CNC2C1)C(N(N3)C3=CC=CC=C3)=O)F (7,8-Difluoro-2-phenyl-2,5-dihydro-pyrazolo-(4,3-c)quinolin-3-one). As a reaction SMILES: [C:1]1([N:7]2C(=O)C3=CNC4C=CC=CC=4C3=[N:8]2)[CH:6]=[CH:5][CH:4]=[CH:3][CH:2]=1.Cl[C:22]1[C:31]2[C:26](=[CH:27][C:28]([F:33])=[C:29]([F:32])[CH:30]=2)[N:25]=[CH:24][C:23]=1[C:34]([O:36]CC)=O.C1(NN)C=CC=CC=1>>[F:33][C:28]1[C:29]([F:32])=[CH:30][C:31]2[C:22]3[C:23]([C:34](=[O:36])[N:7]([C:1]4[CH:6]=[CH:5][CH:4]=[CH:3][CH:2]=4)[N:8]=3)=[CH:24][NH:25][C:26]=2[CH:27]=1. Reported procedure: The title compound was prepared following the procedure described in Step 3 for the synthesis of 4a, using 3c and phenyl hydrazine. 1H NMR (DMSO-d6) δ (ppm): 7.18 (1H, t, J=7.82 Hz), 7.43 (2H, dd, J=8.30, 7.33 Hz), 7.75 (1H, dd, J=11.22, 7.32 Hz), 8.18, 3H, m), 8.90 (1H, s). m/z 298.2 (MH+). Reactants: C(#N)C1=CC=C(C=C1)C1=C(C=C(C=C1)C(=O)OC(C)(C)C)C (tert-butyl 4′-cyano-2-methyl-1,1′-biphenyl-4-carboxylate), C(=O)(C(F)(F)F)O (TFA). Run in C(Cl)Cl (methylene chloride). Conditions: time 1 hour. The product is C(#N)C1=CC=C(C=C1)C1=C(C=C(C=C1)C(=O)O)C (4′-cyano-2-methyl-1,1′-biphenyl-4-carboxylic acid). As a reaction SMILES: [C:1]([C:3]1[CH:8]=[CH:7][C:6]([C:9]2[CH:14]=[CH:13][C:12]([C:15]([O:17]C(C)(C)C)=[O:16])=[CH:11][C:10]=2[CH3:22])=[CH:5][CH:4]=1)#[N:2].C(O)(C(F)(F)F)=O>C(Cl)Cl>[C:1]([C:3]1[CH:8]=[CH:7][C:6]([C:9]2[CH:14]=[CH:13][C:12]([C:15]([OH:17])=[O:16])=[CH:11][C:10]=2[CH3:22])=[CH:5][CH:4]=1)#[N:2]. Procedure: (Step 2) To a solution of the preceding ester (3.0 g, 10.2 mmol) in methylene chloride (75 mL) at 0° C. was added TFA (75 mL) dropwise over 10 min. The ice bath was removed and stirring continued for 1 h at rt. The mixture was concentrated on a rotary evaporator and then diluted with toluene and reconcentrated to afford 4′-cyano-2-methyl-1,1′-biphenyl-4-carboxylic acid. ESI-MS m/e 228.1 (M+1).